From a dataset of the Open Reaction Database (ORD), a public repository of structured organic reaction records. describe an organic reaction: reactants, conditions, products, and yield Reactants: C(C)(C)(C)[Si](OC1=CC=C(C=C1)CC#C)(C)C (tert-Butyl-dimethyl-(4-prop-2-ynyl-phenoxy)-silane), O (Water), IC=1C=C2C(N(C(N(C2=CC1)C)=O)CC1=CC=C(C(=O)O)C=C1)=O (4-(6-Iodo-1-methyl-2,4-dioxo-1,4-dihydro-2H-quinazolin-3-ylmethyl)-benzoic acid), C(C)(C)N(CC)C(C)C (di-isopropyl ethylamine), bis-triphenylphosphine palladium di-chloride. The reagents and catalysts are [Cu]I (CuI). The solvent is CN(C)C=O (DMF). Reaction conditions: temperature 70 celsius, time 8 hour. Yields the product C(C)(C)(C)[Si](OC1=CC=C(C=O)C=C1)(C)C (4-(tert-Butyl-dimethyl-silanyloxy)-benzaldehyde). As a reaction SMILES: IC1C=C2C(=CC=1)N(C)C(=O)N(C[C:15]1[CH:23]=[CH:22][C:18]([C:19]([OH:21])=O)=[CH:17][CH:16]=1)C2=O.C(N(C(C)C)CC)(C)C.[C:34]([Si:38]([CH3:50])([CH3:49])[O:39]C1C=CC(CC#C)=CC=1)([CH3:37])([CH3:36])[CH3:35].O>CN(C=O)C.[Cu]I>[C:34]([Si:38]([CH3:50])([CH3:49])[O:39][C:15]1[CH:16]=[CH:17][C:18]([CH:19]=[O:21])=[CH:22][CH:23]=1)([CH3:37])([CH3:36])[CH3:35]. Procedure details: To 0.65 g (1.5 mmol) 4-(6-Iodo-1-methyl-2,4-dioxo-1,4-dihydro-2H-quinazolin-3-ylmethyl)-benzoic acid and 0.77 g (6.0 mmol) di-isopropyl ethylamine in 15 ml DMF is added bis-triphenylphosphine palladium di-chloride (catalytic) followed by CuI (catalytic). 0.5 g (2.0 mmol) tert-Butyl-dimethyl-(4-prop-2-ynyl-phenoxy)-silane is added and the mixture is heated to 70° C. for 6 hours. The mixture is allowed to cool to room temperature and stir overnight. Water is added and the mixture stirred 30 minute... Reactants: C1COCCN1, COCCOC1=CC(=CC(=C1)[N+](=O)[O-])I. The reagents and catalysts are C(=O)([O-])[O-].[Cs+].[Cs+], C1=CC=C(C=C1)P(C2=CC=CC=C2)C3=C(C4=CC=CC=C4C=C3)C5=C(C=CC6=CC=CC=C65)P(C7=CC=CC=C7)C8=CC=CC=C8, CC(=O)O.CC(=O)O.[Pd]. Solvent: CC1=CC=CC=C1. Reaction conditions: temperature 110 celsius. The product is COCCOC1=CC(=CC(=C1)[N+](=O)[O-])N2CCOCC2. The yield is 16.1%. Procedure: diacetoxypalladium (0.136 g, 0.60 mmol) was added to a stirred mixture of 1-iodo-3-(2-methoxyethoxy)-5-nitrobenzene (3.9 g, 12.07 mmol), morpholine (1.373 mL, 15.69 mmol) and 2,2'-bis(diphenylphosphino)-1,1'-binaphthyl (0.225 g, 0.36 mmol) and cesium carbonate (11.80 g, 36.21 mmol) dissolved in toluene (100 mL) over a period of 5 minutes, degased and under argon. The resulting mixture was heated at 110 °C for 4 hours.The toluene was evaporated , water ( 50ml) was added and the mixture was extrac... Reactants: solution, C(C=C)C=1C(=C(C(=O)OC)C=C(C1NC(C)=O)Cl)OC (Methyl 3-allyl-2-methoxy-4-acetylamino-5-chlorobenzoate), C1=CCCCC1 (Cyclohexene), I(=O)(=O)(=O)[O-].[Na+] (Sodium periodate). The reagents and catalysts are [Os](=O)(=O)(=O)=O (osmium tetroxide). The solvent is C(=O)(C(F)(F)F)O (TFA), C(CCC)O (butanol), O.O1CCOCC1 (H2O dioxane), O (H2O), C(Cl)Cl (CH2Cl2). Run at time 30 minute. Product: C(C)(=O)N1C=CC2=C(C(=CC(=C12)Cl)C(=O)OC)OC (1-Acetyl-5-carbomethoxy-7-chloro-4-methoxyindole). As a reaction SMILES: [CH2:1]([C:4]1[C:5]([O:19][CH3:20])=[C:6]([CH:11]=[C:12]([Cl:18])[C:13]=1[NH:14][C:15](=[O:17])[CH3:16])[C:7]([O:9][CH3:10])=[O:8])[CH:2]=C.I([O-])(=O)(=O)=O.[Na+].C1CCCCC=1>C(O)CCC.O.O1CCOCC1.O.C(O)(C(F)(F)F)=O.C(Cl)Cl.[Os](=O)(=O)(=O)=O>[C:15]([N:14]1[C:13]2[C:4](=[C:5]([O:19][CH3:20])[C:6]([C:7]([O:9][CH3:10])=[O:8])=[CH:11][C:12]=2[Cl:18])[CH:1]=[CH:2]1)(=[O:17])[CH3:16] |f:1.2,5.6|. Procedure: A 2.5% solution of osmium tetroxide in butanol (0.25 ml) is added to a stirred solution of the methoxy compound from step 7 above (1.5 g) in H2O-dioxane (15 ml/45 ml) and stirred for 30 minutes. Sodium periodate (2.25 g) is added portionwise over one hour and the reaction mixture stirred for 31/2 hours. Cyclohexene (1 ml) is added, the mixture stirred for one hour, diluted with H2O and extracted with CHCl3. The organic layer is separated, dried (MgSO4) and evaporated affording a gum which is dis... The reactants are BrCC([C@H]1CC[C@H]2[C@@H]3CCC4=C[C@@H](CC[C@]4(C)[C@H]3C(C[C@]12C)=O)O)=O (21-Bromo-3α-hydroxypregn-4-ene-11,20-dione), N1CCOCC1 (morpholine). Solvent: O1CCCC1 (tetrahydrofuran). Product: O[C@H]1C=C2CC[C@H]3[C@@H]4CC[C@H](C(C)=O)[C@]4(CC([C@@H]3[C@]2(CC1N1CCOCC1)C)=O)C (3α-Hydroxy-2-morpholinopregn-4-ene-11,20-dione). Reaction SMILES: Br[CH2:2][C:3](=[O:25])[C@@H:4]1[C@:21]2([CH3:22])[C@H:7]([C@H:8]3[C@H:18]([C:19](=[O:23])[CH2:20]2)[C@:16]2([CH3:17])[C:11](=[CH:12][C@H:13]([OH:24])[CH2:14][CH2:15]2)[CH2:10][CH2:9]3)[CH2:6][CH2:5]1.[NH:26]1[CH2:31][CH2:30][O:29][CH2:28][CH2:27]1>O1CCCC1>[OH:24][C@@H:13]1[CH:14]([N:26]2[CH2:31][CH2:30][O:29][CH2:28][CH2:27]2)[CH2:15][C@@:16]2([CH3:17])[C:11]([CH2:10][CH2:9][C@@H:8]3[C@@H:18]2[C:19](=[O:23])[CH2:20][C@@:21]2([CH3:22])[C@H:7]3[CH2:6][CH2:5][C@@H:4]2[C:3](=[O:25])[CH3:2])=[CH:12]1. Procedure details: 21-Bromo-3α-hydroxypregn-4-ene-11,20-dione (150 mg.) in tetrahydrofuran (5 ml.) was treated with morpholine (0.1 ml.) and the stirred mixture was refluxed under nitrogen for 2 hours, during which time a white precipitate formed. The mixture was partitioned between methylene chloride and water. The aqueous layer was extracted with more methylene chloride and the combined organic extracts were washed with water, dried over sodium sulphate and evaporated to a foam (152 mg.) which was purified by pr...